From a dataset of the Open Reaction Database (ORD), a public repository of structured organic reaction records. describe an organic reaction: reactants, conditions, products, and yield Yields the product hexanes ethyl acetate, C1(=CC=C(C=C1)C(C(=O)NC1=NC=C(C(=O)O)C=C1)CC1CCCC1)C1=CC=CC=C1 (6-(2-biphenyl-4-yl-3-cyclopentyl-propionylamino)-nicotinic acid). The reactants are COC(C1=CN=C(C=C1)NC(C(CC1CCCC1)C1=CC=C(C=C1)C1=CC=CC=C1)=O)=O (6-(2-biphenyl-4-yl-3-cyclopentyl-propionylamino)-nicotinic acid methyl ester), [OH-].[Na+] (sodium hydroxide). Conditions: temperature 25 celsius. As a reaction SMILES: C[O:2][C:3](=[O:32])[C:4]1[CH:9]=[CH:8][C:7]([NH:10][C:11](=[O:31])[CH:12]([C:19]2[CH:24]=[CH:23][C:22]([C:25]3[CH:30]=[CH:29][CH:28]=[CH:27][CH:26]=3)=[CH:21][CH:20]=2)[CH2:13][CH:14]2[CH2:18][CH2:17][CH2:16][CH2:15]2)=[N:6][CH:5]=1.[OH-].[Na+]>CO>[C:22]1([C:25]2[CH:30]=[CH:29][CH:28]=[CH:27][CH:26]=2)[CH:21]=[CH:20][C:19]([CH:12]([CH2:13][CH:14]2[CH2:18][CH2:17][CH2:16][CH2:15]2)[C:11]([NH:10][C:7]2[CH:8]=[CH:9][C:4]([C:3]([OH:32])=[O:2])=[CH:5][N:6]=2)=[O:31])=[CH:24][CH:23]=1 |f:1.2|. Solvent: CO (methanol). Procedure: A solution of 6-(2-biphenyl-4-yl-3-cyclopentyl-propionylamino)-nicotinic acid methyl ester (prepared in Example 22, 100 mg, 0.23 mmol) in methanol (2 mL) was treated with a 1N aqueous sodium hydroxide solution (350 mL, 0.35 mmol). The reaction mixture was heated under reflux for 30 min and then allowed to cool to 25° C. The reaction mixture was then concentrated in vacuo. The resulting residue was partitioned between water and ethyl acetate, and the layers were separated. The aqueous layer was f... The yield is 28.3%. The solvent is C1(=CC=CC=C1)C (toluene), O (Water). Procedure: Palladium(II) acetate (15 mg) and rac-2,2′-bis(diphenylphosphino)-1,1′-binaphthyl (130 mg) were added to toluene (20 ml) at room temperature, and the mixture was stirred for 5 min. under a nitrogen atmosphere. To the reaction mixture were added 2-(benzo[1,3]dioxol-5-ylmethyl)-6-bromo-1-oxo-4-phenyl-1,2-dihydroisoquinoline-3-carboxylic acid methyl ester (1.0 g) and benzylamine (0.33 ml) at room temperature, and the mixture was stirred for 10 min under a nitrogen atmosphere. To the reaction mixtur... Reaction SMILES: C1(P(C2C=CC=CC=2)C2C=CC3C(=CC=CC=3)C=2C2C3C(=CC=CC=3)C=CC=2P(C2C=CC=CC=2)C2C=CC=CC=2)C=CC=CC=1.[CH3:47][O:48][C:49]([C:51]1[N:52]([CH2:69][C:70]2[CH:78]=[CH:77][C:73]3[O:74][CH2:75][O:76][C:72]=3[CH:71]=2)[C:53](=[O:68])[C:54]2[C:59]([C:60]=1[C:61]1[CH:66]=[CH:65][CH:64]=[CH:63][CH:62]=1)=[CH:58][C:57](Br)=[CH:56][CH:55]=2)=[O:50].[CH2:79]([NH2:86])[C:80]1[CH:85]=[CH:84][CH:83]=[CH:82][CH:81]=1.CC(C)([O-])C.[Na+]>C([O-])(=O)C.[Pd+2].C([O-])(=O)C.O.C1(C)C=CC=CC=1>[CH3:47][O:48][C:49]([C:51]1[N:52]([CH2:69][C:70]2[CH:78]=[CH:77][C:73]3[O:74][CH2:75][O:76][C:72]=3[CH:71]=2)[C:53](=[O:68])[C:54]2[C:59]([C:60]=1[C:61]1[CH:66]=[CH:65][CH:64]=[CH:63][CH:62]=1)=[CH:58][C:57]([NH:86][CH2:79][C:80]1[CH:85]=[CH:84][CH:83]=[CH:82][CH:81]=1)=[CH:56][CH:55]=2)=[O:50] |f:3.4,5.6.7|. Product: COC(=O)C=1N(C(C2=CC=C(C=C2C1C1=CC=CC=C1)NCC1=CC=CC=C1)=O)CC1=CC2=C(OCO2)C=C1 (2-(benzo[1,3]dioxol-5-ylmethyl)-6-benzylamino-1-oxo-4-phenyl-1,2-dihydroisoquinoline-3-carboxylic acid methyl ester). Run at time 5 minute. The reactants are CC(C)([O-])C.[Na+] (sodium tert-butoxide), COC(=O)C=1N(C(C2=CC=C(C=C2C1C1=CC=CC=C1)Br)=O)CC1=CC2=C(OCO2)C=C1 (2-(benzo[1,3]dioxol-5-ylmethyl)-6-bromo-1-oxo-4-phenyl-1,2-dihydroisoquinoline-3-carboxylic acid methyl ester), C(C1=CC=CC=C1)N (benzylamine), C1(=CC=CC=C1)P(C1=C(C2=CC=CC=C2C=C1)C1=C(C=CC2=CC=CC=C12)P(C1=CC=CC=C1)C1=CC=CC=C1)C1=CC=CC=C1 (rac-2,2′-bis(diphenylphosphino)-1,1′-binaphthyl). Reagents/catalysts: C(C)(=O)[O-].[Pd+2].C(C)(=O)[O-] (Palladium(II) acetate). Reactants: C1(CC1)N1C(NC(C=2NC=NC12)=O)=O (3-cyclopropylxanthine), BrCCC (bromopropane), [H-].[Na+] (sodium hydride), [H][H] (hydrogen). The solvent is CN(C=O)C (dimethylformamide). Conditions: temperature 60 celsius, time 3 hour. Yields the product C1(CC1)N1C(NC(C=2N(C=NC12)CCC)=O)=O (3-Cyclopropyl-7-propylxanthine). RXN SMILES: [CH:1]1([N:4]2[C:12]3[N:11]=[CH:10][NH:9][C:8]=3[C:7](=[O:13])[NH:6][C:5]2=[O:14])[CH2:3][CH2:2]1.[H-].[Na+].[H][H].Br[CH2:20][CH2:21][CH3:22]>CN(C)C=O>[CH:1]1([N:4]2[C:12]3[N:11]=[CH:10][N:9]([CH2:20][CH2:21][CH3:22])[C:8]=3[C:7](=[O:13])[NH:6][C:5]2=[O:14])[CH2:3][CH2:2]1 |f:1.2|. Procedure details: 9.6 g (0.05 mol) of 3-cyclopropylxanthine were suspended in 150 ml of dimethylformamide and slowly deprotonated using 1.45 g (0.06 mol) of sodium hydride. When evolution of hydrogen was at an end, the solution was heated to 60° C. and treated dropwise with 6.77 g (0.055 mol) of bromopropane. After stirring at 70° C. for 3 hours, the solution was filtered, the dimethylformamide was evaporated under reduced pressure and the residue was crystallized from diisopropyl ether. Reactants: COC(=O)c1ccc(Cc2c[nH]c3ccc(N)cc23)c(OC)c1, C1CCOC1. Product: COC(=O)c1ccc(Cc2cn(C)c3ccc(N)cc23)c(OC)c1. RXN SMILES: [NH2:1][c:2]1[cH:3][c:4]2[c:5]([CH2:11][c:12]3[c:13]([O:22][CH3:23])[cH:14][c:15]([C:16](=[O:17])[O:18][CH3:19])[cH:20][cH:21]3)[cH:6][nH:7][c:8]2[cH:9][cH:10]1.[O:24]1[CH2:25][CH2:28][CH2:27][CH2:26]1>>[NH2:1][c:2]1[cH:3][c:4]2[c:5]([CH2:11][c:12]3[c:13]([O:22][CH3:23])[cH:14][c:15]([C:16](=[O:17])[O:18][CH3:19])[cH:20][cH:21]3)[cH:6][n:7]([CH3:25])[c:8]2[cH:9][cH:10]1.